From a dataset of the Open Reaction Database (ORD), a public repository of structured organic reaction records. describe an organic reaction: reactants, conditions, products, and yield Reactants: [OH-].[Na+] (NaOH), C(C)C1=NSC(=C1C(=O)OC)C(=O)OC (dimethyl 3-ethylisothiazole-4,5-dicarboxylate). Solvent: O (water), CO (methanol), CO (methanol). Conditions: time 2 hour. The product is C(C)C1=NSC(=C1C(=O)OC)C(=O)O (3-ethyl-4-methoxycarbonylisothiazole-5-carboxylic acid). Isolated yield 95.2%. Reaction SMILES: [OH-].[Na+].[CH2:3]([C:5]1[C:9]([C:10]([O:12][CH3:13])=[O:11])=[C:8]([C:14]([O:16]C)=[O:15])[S:7][N:6]=1)[CH3:4]>O.CO>[CH2:3]([C:5]1[C:9]([C:10]([O:12][CH3:13])=[O:11])=[C:8]([C:14]([OH:16])=[O:15])[S:7][N:6]=1)[CH3:4] |f:0.1|. Procedure details: A solution of 14.9 g of NaOH in 120 ml of water and 150 ml of methanol is added dropwise to 85.5 g of dimethyl 3-ethylisothiazole-4,5-dicarboxylate in 300 ml of methanol, while cooling with ice. After 2 hours, the mixture is evaporated down, 1.5 l of water are added to the residue and the mixture is stirred, and extracted with ether. The aqueous phase is acidified with concentrated hydrochloric acid and extracted by shaking with dichloromethane. The organic phases are evaporated down to give 76.... Starting materials: C(C)(=O)N (Acetamide), COC=C(C(=O)OC)C(C)=O (methyl 2-methoxymethylene-3-oxobutanoate). Run at temperature 100 celsius, time 4 hour. The product is C(C)(=O)NC=C(C(=O)OC)C(C)=O (Methyl 2-acetylaminomethylene-3-oxobutanoate). RXN SMILES: [C:1]([NH2:4])(=[O:3])[CH3:2].CO[CH:7]=[C:8]([C:13](=[O:15])[CH3:14])[C:9]([O:11][CH3:12])=[O:10]>>[C:1]([NH:4][CH:7]=[C:8]([C:13](=[O:15])[CH3:14])[C:9]([O:11][CH3:12])=[O:10])(=[O:3])[CH3:2]. Reported procedure: Acetamide (10.0 g) and methyl 2-methoxymethylene-3-oxobutanoate (30.0 ml) were heated with stirring at 100° C. for 4 hours. On cooling the product was flash chromatographed on Merck silica 9385 using a 50/50 mixture of ether/hexane to give the title compound (18.5 g) m.p. 60°-62° C. (hexane/ether). Reactants: BrC=1C=NC=CC1\C=C/1\C(C2=CC=C(C=C2CC1)OC)=O ((2E)-2-[(3-bromo-4-pyridyl)-methylene]-6-methoxy-tetralin-1-one). Reagents/catalysts: [Pt] (Pt/C). Solvent: CCO (EtOH). Reaction conditions: time 4 hour. The product is BrC=1C=NC=CC1CC1C(C2=CC=C(C=C2CC1)OC)=O (2-[(3-bromo-4-pyridyl)methyl]-6-methoxy-tetralin-1-one). Yield: 99.4%. Reaction SMILES: [Br:1][C:2]1[CH:3]=[N:4][CH:5]=[CH:6][C:7]=1/[CH:8]=[C:9]1/[C:10](=[O:21])[C:11]2[C:16]([CH2:17][CH2:18]/1)=[CH:15][C:14]([O:19][CH3:20])=[CH:13][CH:12]=2>CCO.[Pt]>[Br:1][C:2]1[CH:3]=[N:4][CH:5]=[CH:6][C:7]=1[CH2:8][CH:9]1[CH2:18][CH2:17][C:16]2[C:11](=[CH:12][CH:13]=[C:14]([O:19][CH3:20])[CH:15]=2)[C:10]1=[O:21]. Procedure details: Pt/C (5 wt % loading, 200 mg) was added to a stirred solution of the compound 87 (2.0 g, 5.81 mmol) in EtOH (58 mL) at room temperature. The resulting suspension was stirred for 4 hours under H2 atmosphere (1 atm) then filtered over Celite, rinsed with dichloromethane and concentrated to dryness. The crude residue was purified by column chromatography on SiO2 (gradient of EtOAc in petroleum ether) to afford the title compound 99 (Yield 2.0 g, 99%). The reactants are C(=O)C=1C=C(C(=O)OC)C=CC1 (methyl 3-formylbenzoate), C(C=C)OC1=C(C=C(C=C1)C(F)(F)F)C1=C(N=C(S1)NC(C1=C(C=CC=C1F)F)=O)C(=O)OC (Methyl 5-(2-(allyloxy)-5-(trifluoromethyl)phenyl)-2-(2,6-difluorobenzamido)thiazole-4-carboxylate). Yields the product FC1=C(C(=O)NC=2SC(=C(N2)C(=O)OC)C2=CC(=CC=C2)C(=O)OC)C(=CC=C1)F (Methyl 2-(2,6-difluorobenzamido)-5-(3-(methoxycarbonyl)phenyl)thiazole-4-carboxylate). Procedure details: Compound 114 was prepared as from methyl 3-formylbenzoate as described for the preparation of Compound 63. As a reaction SMILES: [CH:1]([C:3]1[CH:4]=[C:5]([CH:10]=[CH:11][CH:12]=1)[C:6]([O:8][CH3:9])=[O:7])=O.C(OC1C=CC(C(F)(F)F)=CC=1C1[S:31][C:30]([NH:32][C:33](=[O:42])[C:34]2[C:39]([F:40])=[CH:38][CH:37]=[CH:36][C:35]=2[F:41])=[N:29][C:28]=1[C:43]([O:45][CH3:46])=[O:44])C=C>>[F:41][C:35]1[CH:36]=[CH:37][CH:38]=[C:39]([F:40])[C:34]=1[C:33]([NH:32][C:30]1[S:31][C:1]([C:3]2[CH:12]=[CH:11][CH:10]=[C:5]([C:6]([O:8][CH3:9])=[O:7])[CH:4]=2)=[C:28]([C:43]([O:45][CH3:46])=[O:44])[N:29]=1)=[O:42]. The reactants are ClCCl, COc1ccc(-c2cc(CCC=O)on2)cc1OC, c1ccc(C(c2ccccc2)N2CCNCC2)cc1. The product is COc1ccc(-c2cc(CCCN3CCN(C(c4ccccc4)c4ccccc4)CC3)on2)cc1OC. As a reaction SMILES: [CH2:39]([Cl:40])[Cl:41].[CH3:1][O:2][c:3]1[cH:4][c:5](-[c:11]2[n:12][o:13][c:14]([CH2:16][CH2:17][CH:18]=[O:19])[cH:15]2)[cH:6][cH:7][c:8]1[O:9][CH3:10].[c:20]1([CH:26]([N:27]2[CH2:28][CH2:29][NH:30][CH2:31][CH2:32]2)[c:33]2[cH:34][cH:35][cH:36][cH:37][cH:38]2)[cH:21][cH:22][cH:23][cH:24][cH:25]1>>[CH3:1][O:2][c:3]1[cH:4][c:5](-[c:11]2[n:12][o:13][c:14]([CH2:16][CH2:17][CH2:18][N:30]3[CH2:29][CH2:28][N:27]([CH:26]([c:20]4[cH:21][cH:22][cH:23][cH:24][cH:25]4)[c:33]4[cH:34][cH:35][cH:36][cH:37][cH:38]4)[CH2:32][CH2:31]3)[cH:15]2)[cH:6][cH:7][c:8]1[O:9][CH3:10]. Starting materials: ClC1=NC=C(C(=N1)Cl)F (2,4-dichloro-5-fluoropyrimidine), C(C)(C)(C)OC(=O)N(C)C=C1CC(N)=CC=C1 (3-(N-tert-butoxycarbonyl-N-methylaminomethylene)-aniline). The product is C(C)(C)(C)OC(=O)N(C)C=C1CC(=CC=C1)NC1=NC(=NC=C1F)Cl (N4-[3-(N-tert-butoxycarbonyl-N-methylaminomethylene)-phenyl]-2-chloro-5-fluoro-4-pyrimidineamine). RXN SMILES: [Cl:1][C:2]1[N:7]=[C:6](Cl)[C:5]([F:9])=[CH:4][N:3]=1.[C:10]([O:14][C:15]([N:17]([CH:19]=[C:20]1[CH:26]=[CH:25][CH:24]=[C:22]([NH2:23])[CH2:21]1)[CH3:18])=[O:16])([CH3:13])([CH3:12])[CH3:11]>>[C:10]([O:14][C:15]([N:17]([CH:19]=[C:20]1[CH:26]=[CH:25][CH:24]=[C:22]([NH:23][C:6]2[C:5]([F:9])=[CH:4][N:3]=[C:2]([Cl:1])[N:7]=2)[CH2:21]1)[CH3:18])=[O:16])([CH3:13])([CH3:11])[CH3:12]. Procedure: In like manner to the preparation of 2-chloro-5-fluoro-N4-(3-methyloxycarbonyl-4-methoxyphenyl)-4-pyrimidineamine, 2,4-dichloro-5-fluoropyrimidine and 3-(N-tert-butoxycarbonyl-N-methylaminomethylene)-aniline were reacted to produce N4-[3-(N-tert-butoxycarbonyl-N-methylaminomethylene)-phenyl]-2-chloro-5-fluoro-4-pyrimidineamine R940315. 1H NMR (DMSO-d6): δ 10.13 (1H, s), 8.42 (1H, d, J=3.6 Hz), 7.69,(1H, m), 7.64 (1H, s), 7.45 (1H, t, J=7.6 Hz), 7.09 (1H, d, J=7.8 Hz), 4.48 (2H, s), 2.90 (3H, s),... The reactants are C(C)(C)C1=C(C(=CC=C1)C(C)C)NS(=O)(=O)CC(=O)NC=1N=NN(N1)CCCCCCCCCCCC (2-(2,6-Diisopropyl-phenylsulfamoyl)-N-(dodecyl-2-H-tetrazol-5-yl)-acetamide), C(CCCCCCCCCCCCC)O (tetradecanol). Yields the product C(CCCCCCCCCCCCC)OC(CS(NC1=C(C=CC=C1C(C)C)C(C)C)(=O)=O)=O ((2,6-Diisopropylphenylsulfamoyl)-acetic Acid Tetradecyl Ester). As a reaction SMILES: [CH:1]([C:4]1[CH:9]=[CH:8][CH:7]=[C:6]([CH:10]([CH3:12])[CH3:11])[C:5]=1[NH:13][S:14]([CH2:17][C:18](NC1N=NN(CCCCCCCCCCCC)N=1)=[O:19])(=[O:16])=[O:15])([CH3:3])[CH3:2].[CH2:38]([OH:52])[CH2:39][CH2:40][CH2:41][CH2:42][CH2:43][CH2:44][CH2:45][CH2:46][CH2:47][CH2:48][CH2:49][CH2:50][CH3:51]>>[CH2:38]([O:52][C:18](=[O:19])[CH2:17][S:14](=[O:16])(=[O:15])[NH:13][C:5]1[C:6]([CH:10]([CH3:11])[CH3:12])=[CH:7][CH:8]=[CH:9][C:4]=1[CH:1]([CH3:3])[CH3:2])[CH2:39][CH2:40][CH2:41][CH2:42][CH2:43][CH2:44][CH2:45][CH2:46][CH2:47][CH2:48][CH2:49][CH2:50][CH3:51]. Procedure details: This compound was prepared in the same manner as for the title compound of Example 2, except that 2-DAT was replaced with tetradecanol, mp 53°-55° C. The reactants are OO (hydrogen peroxide), example 4, C(CCCCCCCC(=O)O)(=O)O (azelaic acid), aqueous solution, [O-]S(=O)(=O)[O-].[Mg+2] (MgSO4), Mg(OH)2. The solvent is S(O)(O)(=O)=O (sulfuric acid). The product is C(CCCCCCCC(=O)OO)(=O)OO (diperoxyazelaic acid). Reaction SMILES: [C:1]([OH:13])(=[O:12])[CH2:2][CH2:3][CH2:4][CH2:5][CH2:6][CH2:7][CH2:8][C:9](O)=[O:10].[OH:14][OH:15].[O-:16]S([O-])(=O)=O.[Mg+2]>S(=O)(=O)(O)O>[C:1]([O:13][OH:16])(=[O:12])[CH2:2][CH2:3][CH2:4][CH2:5][CH2:6][CH2:7][CH2:8][C:9]([O:14][OH:15])=[O:10] |f:2.3|. Procedure details: As described in example 4 50 grams (0.27 moles) of azelaic acid were treated with 72.3 grams (1.06 moles) of 50% aqueous hydrogen peroxide in 70 ml of concentrated sulfuric acid. After the addition of 170 grams of an aqueous solution of MgSO4 the reaction mixture was cooled and treated with an aqueous solution of Mg(OH)2 until a pH-value of 3 was obtained. The solids were separated by filtration and after drying there were obtained 99.5 grams of diperoxyazelaic acid, desensitized with MgSO4. The...